From a dataset of the Open Reaction Database (ORD), a public repository of structured organic reaction records. describe an organic reaction: reactants, conditions, products, and yield Reactants: C(C)(C)(C)OC(=O)N(C1=C2CCN(C2=NC2=CC=NN12)[C@@H]1CN(CCC1)C(=O)OC(C)(C)C)C1=CC=C(C=C1)OCC (tert-butyl (S)-3-{8-[tert-butoxycarbonyl-(4-ethoxyphenyl)amino]-6,7-dihydro-1,4,5,8a-tetraaza-s-indacen-5-yl}piperidine-1-carboxylate), FC(C(=O)O)(F)F (trifluoroacetic acid), C(O)([O-])=O.[Na+] (sodium hydrogen carbonate). Run in C(Cl)Cl (methylene chloride). RXN SMILES: C(OC([N:8]([C:34]1[CH:39]=[CH:38][C:37]([O:40][CH2:41][CH3:42])=[CH:36][CH:35]=1)[C:9]1[N:20]2[C:16](=[CH:17][CH:18]=[N:19]2)[N:15]=[C:14]2[C:10]=1[CH2:11][CH2:12][N:13]2[C@H:21]1[CH2:26][CH2:25][CH2:24][N:23](C(OC(C)(C)C)=O)[CH2:22]1)=O)(C)(C)C.FC(F)(F)C(O)=O.C(=O)([O-])O.[Na+]>C(Cl)Cl>[CH2:41]([O:40][C:37]1[CH:36]=[CH:35][C:34]([NH:8][C:9]2[N:20]3[C:16](=[CH:17][CH:18]=[N:19]3)[N:15]=[C:14]3[C:10]=2[CH2:11][CH2:12][N:13]3[C@H:21]2[CH2:26][CH2:25][CH2:24][NH:23][CH2:22]2)=[CH:39][CH:38]=1)[CH3:42] |f:2.3|. Run at time 16 hour. Product: C(C)OC1=CC=C(C=C1)NC1=C2CCN(C2=NC2=CC=NN12)[C@@H]1CNCCC1 ((S)-(4-ethoxyphenyl)(5-piperidin-3-yl-6,7-dihydro-5H-1,4,5,8a-tetraaza-s-indacen-8-yl)amine). Procedure: To a methylene chloride (4 mL) solution containing tert-butyl (S)-3-{8-[tert-butoxycarbonyl-(4-ethoxyphenyl)amino]-6,7-dihydro-1,4,5,8a-tetraaza-s-indacen-5-yl}piperidine-1-carboxylate (0.693 mmol), trifluoroacetic acid (2 mL) was added with ice-cooling, and the mixture was allowed to warm to room temperature and stirred for 16 hr. After the reaction, the reaction solution was poured into aqueous sodium hydrogen carbonate, and the mixture was extracted with ethyl acetate. The ethyl acetate layer... Yield: 37.0%. Reactants: C1CCOC1, CC(N(CCC(=O)c1ccc(F)cc1)C(=O)OC(C)(C)C)C(C)(C)C, CC(C)(C)S(N)=O. Product: CC(N(CCC(=NS(=O)C(C)(C)C)c1ccc(F)cc1)C(=O)OC(C)(C)C)C(C)(C)C. RXN SMILES: [CH2:33]1[O:34][CH2:35][CH2:36][CH2:37]1.[CH3:1][C:2]([CH:3]([CH3:4])[N:5]([C:6]([O:7][C:8]([CH3:9])([CH3:10])[CH3:11])=[O:12])[CH2:13][CH2:14][C:15](=[O:16])[c:17]1[cH:18][cH:19][c:20]([F:23])[cH:21][cH:22]1)([CH3:24])[CH3:25].[CH3:26][C:27]([CH3:28])([CH3:29])[S:30](=[O:31])[NH2:32]>>[CH3:1][C:2]([CH:3]([CH3:4])[N:5]([C:6]([O:7][C:8]([CH3:9])([CH3:10])[CH3:11])=[O:12])[CH2:13][CH2:14][C:15]([c:17]1[cH:18][cH:19][c:20]([F:23])[cH:21][cH:22]1)=[N:32][S:30]([C:27]([CH3:26])([CH3:28])[CH3:29])=[O:31])([CH3:24])[CH3:25]. Reactants: N1CCNCC1 (piperazine), C(C)(C)(C)OC(=O)N1CCC(CC1)C1=NC=NC2=CC(=CC=C12)F (4-(7-fluoro-quinazolin-4-yl)-piperidine-1-carboxylic acid tert-butyl ester). As a reaction SMILES: [NH:1]1[CH2:6][CH2:5][NH:4][CH2:3][CH2:2]1.[C:7]([O:11][C:12]([N:14]1[CH2:19][CH2:18][CH:17]([C:20]2[C:29]3[C:24](=[CH:25][C:26](F)=[CH:27][CH:28]=3)[N:23]=[CH:22][N:21]=2)[CH2:16][CH2:15]1)=[O:13])([CH3:10])([CH3:9])[CH3:8]>CS(C)=O.O>[C:7]([O:11][C:12]([N:14]1[CH2:19][CH2:18][CH:17]([C:20]2[C:29]3[C:24](=[CH:25][C:26]([N:1]4[CH2:6][CH2:5][NH:4][CH2:3][CH2:2]4)=[CH:27][CH:28]=3)[N:23]=[CH:22][N:21]=2)[CH2:16][CH2:15]1)=[O:13])([CH3:10])([CH3:8])[CH3:9]. The solvent is CS(=O)C (DMSO), O (water). The product is C(C)(C)(C)OC(=O)N1CCC(CC1)C1=NC=NC2=CC(=CC=C12)N1CCNCC1 (4-(7-piperazin-1-yl-quinazolin-4-yl)-piperidine-1-carboxylic acid tert-butyl ester). Procedure: A mixture of piperazine (5 mmol) and 4-(7-fluoro-quinazolin-4-yl)-piperidine-1-carboxylic acid tert-butyl ester (1 mmol) in DMSO (1 mL) was stirred at 120° C. for 1 h. It was then diluted with water and extracted with DCM. The combined extracts were washed with water, brine, dried (anhydrous MgSO4), filtered and concentrated in vacuo to obtain 4-(7-piperazin-1-yl-quinazolin-4-yl)-piperidine-1-carboxylic acid tert-butyl ester. This (0.1 mmol) was dissolved in anhydrous DCM (1 mL) and treated with... Conditions: temperature 120 celsius, time 1 hour. The reactants are C(C)(C)(C)C=1C2=C(NN1)C(N(C2C2=C(C=CC=C2)OCC(=O)OC)C2=CC=C(C=C2)C2=CSC=C2)=O (3-t-butyl-5-(4-thiophene-3-ylphenyl)-4-(2-methoxycarbonylmethyloxyphenyl)-4,5-dihydro-1H-pyrrolo[3,4-c]pyrazole-6-one), C1CCOC1 (THF), [OH-].[Li+] (lithium hydroxide), Cl (hydrochloric acid), O (water). The solvent is CO (methanol). Run at time 1.5 hour. Product: OC(=O)COC1=C(C=CC=C1)C1C(=C(C(N1C1=CC=C(C=C1)C1=CSC=C1)=O)O)C(C(C)(C)C)=O (5-(2-hydroxycarbonylmethyloxyphenyl)-4-(2,2-dimethylpropionyl)-3-hydroxy-1-(4-thiophene-3-ylphenyl)-1,5-dihydropyrrole-2-one). The yield is 87.0%. Reaction SMILES: [C:1]([C:5]1[C:6]2[CH:12]([C:13]3[CH:18]=[CH:17][CH:16]=[CH:15][C:14]=3[O:19][CH2:20][C:21]([O:23]C)=[O:22])[N:11]([C:25]3[CH:30]=[CH:29][C:28]([C:31]4[CH:35]=[CH:34][S:33][CH:32]=4)=[CH:27][CH:26]=3)[C:10](=[O:36])[C:7]=2NN=1)([CH3:4])([CH3:3])[CH3:2].C1COCC1.[OH-:42].[Li+].Cl.[OH2:45]>CO>[OH:23][C:21]([CH2:20][O:19][C:14]1[CH:15]=[CH:16][CH:17]=[CH:18][C:13]=1[CH:12]1[N:11]([C:25]2[CH:26]=[CH:27][C:28]([C:31]3[CH:35]=[CH:34][S:33][CH:32]=3)=[CH:29][CH:30]=2)[C:10](=[O:36])[C:7]([OH:42])=[C:6]1[C:5](=[O:45])[C:1]([CH3:4])([CH3:3])[CH3:2])=[O:22] |f:2.3|. Reported procedure: To a mixture of 3-t-butyl-5-(4-thiophene-3-ylphenyl)-4-(2-methoxycarbonylmethyloxyphenyl)-4,5-dihydro-1H-pyrrolo[3,4-c]pyrazole-6-one (0.124 g, 0.25 mmol), THF (1.24 mL) and methanol (1.24 mL) was added 1 mol/L aqueous lithium hydroxide solution (0.74 mL), and the resulting mixture was stirred at room temperature for 1.5 hours. After the reaction was completed, 2 mol/L hydrochloric acid (0.38 mL) and water (10 mL) were poured into the reaction mixture, and the precipitated aimed compound was col... Starting materials: C[Si](CCO)(C)C (2- trimethylsilylethanol), [N+](=O)([O-])C=1C=C(C(=O)Cl)C=CC1 (3-nitrobenzoyl chloride). Run in ClCCCl (1,2-dichloroethane), C(C)N(CC)CC (triethylamine), ClCCCl (1,2-dichloroethane). Reaction conditions: temperature 5 celsius, time 12 hour. Yields the product [N+](=O)([O-])C=1C=C(C(=O)OCC[Si](C)(C)C)C=CC1 (2-trimethylsilylethyl 3-nitrobenzoate). The yield is 81.4%. Reaction SMILES: [CH3:1][Si:2]([CH3:7])([CH3:6])[CH2:3][CH2:4][OH:5].[N+:8]([C:11]1[CH:12]=[C:13]([CH:17]=[CH:18][CH:19]=1)[C:14](Cl)=[O:15])([O-:10])=[O:9]>ClCCCl.C(N(CC)CC)C>[N+:8]([C:11]1[CH:12]=[C:13]([CH:17]=[CH:18][CH:19]=1)[C:14]([O:5][CH2:4][CH2:3][Si:2]([CH3:7])([CH3:6])[CH3:1])=[O:15])([O-:10])=[O:9]. Procedure details: H--2-Trimethylsilylethyl 3-nitrobenzoate may be prepared as follows: a solution of 41.8 g of 2- trimethylsilylethanol in 200 cm3 of 1,2-dichloroethane and 51 cm3 of triethylamine is added to a solution of 66.0 g of 3-nitrobenzoyl chloride in 1000 cm3 of 1,2-dichloroethane cooled to 5° C. The reaction mixture is stirred for 12 hours at a temperature in the vicinity of 25° C., then the insoluble product is separated by filtration and washed with 2 times 50 cm3 of 1,2-dichloroethane. The filtrate i... Starting materials: C[C@]12CCC(=O)C=C1CC[C@@H]3[C@@H]2[C@H](C[C@]4([C@H]3CC[C@@]4(C(=O)CO)O)C)O (hydrocortisone), C(C)(C)(C)OC(=O)N[C@@H](C(C)C)C(=O)O (N-(tert -butoxycarbonyl)-valine), C1(CCCCC1)N=C=NC1CCCCC1 (dicyclohexylcarbodiimide). The reagents and catalysts are CN(C1=CC=NC=C1)C (4-dimethylaminopyridine). Solvent: ClCCl (dichloromethane). Conditions: time 3 hour. Yields the product O[C@@H]1[C@@H]2[C@]3(CCC(C=C3CC[C@H]2[C@@H]2CC[C@](C(C(O)OC([C@H](C(C)C)NC(=O)OC(C)(C)C)=O)=O)([C@]2(C1)C)O)=O)C ((2S)-2-((1,1-dimethylethoxycarbonyl)-amino)-3-methylbutyric acid [11β,17,21-trihydroxy-3,20-dioxo-pregn-4-en-21-yl] ester). Isolated yield 49.7%. RXN SMILES: [CH3:1][C@@:2]12[C@H:12]3[C@@H:13]([OH:26])[CH2:14][C@:15]4([CH3:25])[C@@:19]([OH:24])([C:20]([CH2:22][OH:23])=[O:21])[CH2:18][CH2:17][C@H:16]4[C@@H:11]3[CH2:10][CH2:9][C:8]1=[CH:7][C:5](=[O:6])[CH2:4][CH2:3]2.[C:27]([O:31][C:32]([NH:34][C@H:35]([C:39]([OH:41])=[O:40])[CH:36]([CH3:38])[CH3:37])=[O:33])([CH3:30])([CH3:29])[CH3:28].C1(N=C=NC2CCCCC2)CCCCC1>ClCCl.CN(C)C1C=CN=CC=1>[OH:26][C@H:13]1[CH2:14][C@@:15]2([CH3:25])[C@@H:16]([CH2:17][CH2:18][C@:19]2([OH:24])[C:20](=[O:21])[CH:22]([O:41][C:39](=[O:40])[C@@H:35]([NH:34][C:32]([O:31][C:27]([CH3:28])([CH3:30])[CH3:29])=[O:33])[CH:36]([CH3:37])[CH3:38])[OH:23])[C@H:11]2[C@H:12]1[C@:2]1([CH3:1])[C:8]([CH2:9][CH2:10]2)=[CH:7][C:5](=[O:6])[CH2:4][CH2:3]1. Procedure: A solution of 3.63 g (10 mmol) of hydrocortisone in 150 ml of dichloromethane is mixed with 2.34 g (10.8 mmol) of N-(tert -butoxycarbonyl)-valine, 500 mg (4.1 mmol) of 4-dimethylaminopyridine and 3.1 g (15 mmol) of dicyclohexylcarbodiimide. The solution is stirred for 3 hours at room temperature, the precipitate that is produced is suctioned off and washed with dichloromethane. The filtrate is concentrated by evaporation in a vacuum. The chromatography on silica gel (hexane→hexane/ethyl acetate ... Reactants: [I-].[K+] (potassium iodide), NC=1C=CC2=C(C(=CC(O2)(CF)CF)C2=NC=CC=C2)C1 (6-amino-2,2-bisfluoromethyl-4-(2-pyridyl)-2H-1-benzopyran), S(O)(O)(=O)=O (sulfuric acid), N(=O)[O-].[Na+] (sodium nitrite). The solvent is O (water), O (water), O (Water), O (water), C(Cl)Cl (methylene chloride). Yields the product FCC1(OC2=C(C(=C1)C1=NC=CC=C1)C=C(C=C2)I)CF (2,2-bisfluoromethyl-6-iodo-4-(2-pyridyl)-2H-1-benzopyran). Isolated yield 67.7%. RXN SMILES: N[C:2]1[CH:3]=[CH:4][C:5]2[O:10][C:9]([CH2:13][F:14])([CH2:11][F:12])[CH:8]=[C:7]([C:15]3[CH:20]=[CH:19][CH:18]=[CH:17][N:16]=3)[C:6]=2[CH:21]=1.S(=O)(=O)(O)O.N([O-])=O.[Na+].[I-:31].[K+]>O.C(Cl)Cl>[F:12][CH2:11][C:9]1([CH2:13][F:14])[CH:8]=[C:7]([C:15]2[CH:20]=[CH:19][CH:18]=[CH:17][N:16]=2)[C:6]2[CH:21]=[C:2]([I:31])[CH:3]=[CH:4][C:5]=2[O:10]1 |f:2.3,4.5|. Reported procedure: A mixture of 6.2 g of 2,2-bisfluoromethyl-6-nitro-4-(2-pyridyl)-2H-1-benzopyran, 11.7 g of stannous chloride and 80 mnl of ethanol was refluxed with heating for 3 hours. The solvent was distilled off and sodium hydroxide solution was added to form an alkaline solution. The solution was extracted with methylene chloride and the organic layer was extracted with 2N hydrochloric acid. To the aqueous layer was added 2N sodium hydroxide to form a strongly alkaline solution, which was then extracted wi...